This data is from the Open Reaction Database (ORD), a public repository of structured organic reaction records. The task is: describe an organic reaction: reactants, conditions, products, and yield Starting materials: [OH-].[Na+] (sodium hydroxide), COC1=CC=C(C=C1)S(=O)(=O)C(C(C(=O)OC)(C)C)CCCCC1=CC=CC=C1 (methyl 3-(4-methoxybenzenesulfonyl)-2,2-dimethyl-7-phenylheptanoate). Solvent: O (water), CO (MeOH). The product is COC1=CC=C(C=C1)S(=O)(=O)C(C(C(=O)O)(C)C)CCCCC1=CC=CC=C1 (3-(4-methoxybenzenesulfonyl)-2,2-dimethyl-7-phenylheptanoic acid). Isolated yield 65.9%. RXN SMILES: [OH-].[Na+].[CH3:3][O:4][C:5]1[CH:10]=[CH:9][C:8]([S:11]([CH:14]([CH2:22][CH2:23][CH2:24][CH2:25][C:26]2[CH:31]=[CH:30][CH:29]=[CH:28][CH:27]=2)[C:15]([CH3:21])([CH3:20])[C:16]([O:18]C)=[O:17])(=[O:13])=[O:12])=[CH:7][CH:6]=1>O.CO>[CH3:3][O:4][C:5]1[CH:6]=[CH:7][C:8]([S:11]([CH:14]([CH2:22][CH2:23][CH2:24][CH2:25][C:26]2[CH:27]=[CH:28][CH:29]=[CH:30][CH:31]=2)[C:15]([CH3:21])([CH3:20])[C:16]([OH:18])=[O:17])(=[O:13])=[O:12])=[CH:9][CH:10]=1 |f:0.1|. Reported procedure: A solution of sodium hydroxide (0.40 g, 10 mmol) in water (6 mL) is added to a solution of methyl 3-(4-methoxybenzenesulfonyl)-2,2-dimethyl-7-phenylheptanoate (1.00 g, 2.4 mmol) in MeOH (8 mL). The reaction is heated at reflux 24 hours. The solvent is then removed in vacuo, CH2Cl2 (50 mL) added and the solution washed with 1 N HCl (2×40 mL). The organic layer is dried over MgSO4 and the solvent removed in vacuo to yield 3-(4-methoxybenzenesulfonyl)-2,2-dimethyl-7-phenylheptanoic acid (0.64 g, 66...